Dataset: the Open Reaction Database (ORD), a public repository of structured organic reaction records. Task: describe an organic reaction: reactants, conditions, products, and yield Starting materials: C12(CC3CC(CC(C1)C3)C2)C(CN2C=NC=C2)OCC2=C(C=C(C=C2)Cl)Cl (1-[2-(1-adamantyl)-2-(2,4-dichlorobenzyloxy)ethyl]imidazole), C(C(=O)O)(=O)O (oxalic acid). Run in C(C)(=O)OCC (ethyl acetate). The product is C(C(=O)O)(=O)O.C12(CC3CC(CC(C1)C3)C2)C(CN2C=NC=C2)OCC2=C(C=C(C=C2)Cl)Cl (1-[2-(1-adamantyl)-2-(2,4-dichlorobenzyloxy)ethyl]imidazole oxalate). As a reaction SMILES: [C:1]12([CH:11]([O:18][CH2:19][C:20]3[CH:25]=[CH:24][C:23]([Cl:26])=[CH:22][C:21]=3[Cl:27])[CH2:12][N:13]3[CH:17]=[CH:16][N:15]=[CH:14]3)[CH2:10][CH:5]3[CH2:6][CH:7]([CH2:9][CH:3]([CH2:4]3)[CH2:2]1)[CH2:8]2.[C:28]([OH:33])(=[O:32])[C:29]([OH:31])=[O:30]>C(OCC)(=O)C>[C:28]([OH:33])(=[O:32])[C:29]([OH:31])=[O:30].[C:1]12([CH:11]([O:18][CH2:19][C:20]3[CH:25]=[CH:24][C:23]([Cl:26])=[CH:22][C:21]=3[Cl:27])[CH2:12][N:13]3[CH:17]=[CH:16][N:15]=[CH:14]3)[CH2:2][CH:3]3[CH2:4][CH:5]([CH2:6][CH:7]([CH2:9]3)[CH2:8]1)[CH2:10]2 |f:3.4|. Reported procedure: A solution of 200 g. of 1-[2-(1-adamantyl)-2-(2,4-dichlorobenzyloxy)ethyl]imidazole in 20 ml. ethyl acetate is acidified with etheral oxalic acid. The product which precipitates is filtered off and recrystallized from methanol/acetone to yield 1-[2-(1-adamantyl)-2-(2,4-dichlorobenzyloxy)ethyl]imidazole oxalate, decomp. 203.5°-205.5° C. Reaction SMILES: [C:22]([c:23]1[cH:24][cH:25][cH:26][cH:27][cH:28]1)(=[O:29])[NH:30][c:31]1[c:32]([C:33](=[O:34])[O:35][CH3:36])[cH:37][cH:38][c:39]([OH:41])[cH:40]1.[N:8]([C:9]([O:10][CH:11]([CH3:12])[CH3:13])=[O:14])=[N:15][C:16]([O:17][CH:18]([CH3:19])[CH3:20])=[O:21].[O:71]1[CH2:72][CH2:73][CH2:74][CH2:75]1.[c:1]1([CH3:2])[cH:3][cH:4][cH:5][cH:6][cH:7]1.[c:42]1([CH2:48][CH2:49][CH2:50][OH:51])[cH:43][cH:44][cH:45][cH:46][cH:47]1.[c:52]1([P:53]([c:54]2[cH:55][cH:56][cH:57][cH:58][cH:59]2)[c:60]2[cH:61][cH:62][cH:63][cH:64][cH:65]2)[cH:66][cH:67][cH:68][cH:69][cH:70]1>>[C:22]([c:23]1[cH:24][cH:25][cH:26][cH:27][cH:28]1)(=[O:29])[NH:30][c:31]1[c:32]([C:33](=[O:34])[O:35][CH3:36])[cH:37][cH:38][c:39]([O:41][CH2:50][CH2:49][CH2:48][c:42]2[cH:43][cH:44][cH:45][cH:46][cH:47]2)[cH:40]1. Starting materials: COC(=O)c1ccc(O)cc1NC(=O)c1ccccc1, CC(C)OC(=O)N=NC(=O)OC(C)C, C1CCOC1, Cc1ccccc1, OCCCc1ccccc1, c1ccc(P(c2ccccc2)c2ccccc2)cc1. The product is COC(=O)c1ccc(OCCCc2ccccc2)cc1NC(=O)c1ccccc1. Reactants: COC(=O)CC(C)(C[N+](=O)[O-])c1cccnc1, CO, [H][H]. The product is CC1(c2cccnc2)CNC(=O)C1. RXN SMILES: [CH3:1][C:2]([CH2:3][C:4](=[O:5])[O:10][CH3:11])([CH2:8][N+:9]([O-:6])=[O:7])[c:12]1[cH:13][n:14][cH:15][cH:16][cH:17]1.[CH3:20][OH:21].[H:18][H:19]>>[CH3:1][C:2]1([c:12]2[cH:13][n:14][cH:15][cH:16][cH:17]2)[CH2:3][C:4](=[O:5])[NH:9][CH2:8]1. The reactants are COC(OC)C1CN=C(c2cc3cccc(N(C)S(=O)(=O)c4cccs4)c3[nH]2)S1, [Na+], O, O=C(O)C(F)(F)F, O=C([O-])O, O=S(=O)(O)O. Yields the product CN(c1cccc2cc(C3=NCC(C=O)S3)[nH]c12)S(=O)(=O)c1cccs1. RXN SMILES: [CH3:1][O:2][CH:3]([CH:4]1[CH2:5][N:6]=[C:7]([c:9]2[nH:10][c:11]3[c:12]([N:18]([S:19](=[O:20])(=[O:21])[c:22]4[s:23][cH:24][cH:25][cH:26]4)[CH3:27])[cH:13][cH:14][cH:15][c:16]3[cH:17]2)[S:8]1)[O:28][CH3:29].[Na+:42].[OH2:47].[OH:30][C:31]([C:32]([F:33])([F:34])[F:35])=[O:36].[OH:43][C:44](=[O:45])[O-:46].[S:37](=[O:38])(=[O:39])([OH:40])[OH:41]>>[O:2]=[CH:3][CH:4]1[CH2:5][N:6]=[C:7]([c:9]2[nH:10][c:11]3[c:12]([N:18]([S:19](=[O:20])(=[O:21])[c:22]4[s:23][cH:24][cH:25][cH:26]4)[CH3:27])[cH:13][cH:14][cH:15][c:16]3[cH:17]2)[S:8]1. Starting materials: COC=1C=C2C=C(N=C(C2=CC1)C(=O)O)NC1=NNC(=C1)C (6-methoxy-3-(5-methyl-1H-pyrazol-3-ylamino)-isoquinoline-1-carboxylic acid), N1CCOCC1 (morpholine), ON1N=NC2=C1C=CC=C2 (1-hydroxybenzotriazole), Cl.C(C)N=C=NCCCN(C)C (1-ethyl-3-[3-dimethylaminopropyl]carbodiimide hydrochloride). Run in CN(C=O)C (N,N-dimethylformamide), CN1CCCC1=O (NMP). Reaction conditions: time 8 hour. Yields the product COC=1C=C2C=C(N=C(C2=CC1)C(=O)N1CCOCC1)NC1=NNC(=C1)C ([6-methoxy-3-(5-methyl-1H-pyrazol-3-ylamino)-isoquinolin-1-yl]-morpholin-4-yl-methanone). The yield is 16.2%. Reaction SMILES: [CH3:1][O:2][C:3]1[CH:4]=[C:5]2[C:10](=[CH:11][CH:12]=1)[C:9]([C:13]([OH:15])=O)=[N:8][C:7]([NH:16][C:17]1[CH:21]=[C:20]([CH3:22])[NH:19][N:18]=1)=[CH:6]2.[NH:23]1[CH2:28][CH2:27][O:26][CH2:25][CH2:24]1.ON1C2C=CC=CC=2N=N1.Cl.C(N=C=NCCCN(C)C)C>CN(C)C=O.CN1C(=O)CCC1>[CH3:1][O:2][C:3]1[CH:4]=[C:5]2[C:10](=[CH:11][CH:12]=1)[C:9]([C:13]([N:23]1[CH2:28][CH2:27][O:26][CH2:25][CH2:24]1)=[O:15])=[N:8][C:7]([NH:16][C:17]1[CH:21]=[C:20]([CH3:22])[NH:19][N:18]=1)=[CH:6]2 |f:3.4|. Procedure details: A mixture of 6-methoxy-3-(5-methyl-1H-pyrazol-3-ylamino)-isoquinoline-1-carboxylic acid (100 mg) (example 9A), morpholine (70 mg), 1-hydroxybenzotriazole (HOBt) (130 mg), NMP (100 mg), N,N-dimethylformamide (DMF) (2 ml), 1-ethyl-3-[3-dimethylaminopropyl]carbodiimide hydrochloride (EDCI) (180 mg) was stirred at room temperature overnight. The reaction mixture was purified by preparative LC-MS to give 20 mg of [6-methoxy-3-(5-methyl-1H-pyrazol-3-ylamino)-isoquinolin-1-yl]-morpholin-4-yl-methanone....